Task: describe an organic reaction: reactants, conditions, products, and yield. Dataset: the Open Reaction Database (ORD), a public repository of structured organic reaction records The product is [Cr](=O)(=O)([O-])O[Cr](=O)(=O)[O-].[Na+].[Na+] (sodium dichromate). Reported procedure: If the concentrated chromate phase is sodium chromate, this solid phase may be acidified by, e.g., sulfuric acid either before or after evaporation to provide a sodium dichromate product. Starting materials: [Cr](=O)(=O)([O-])[O-] (chromate), [Cr](=O)(=O)([O-])[O-].[Na+].[Na+] (sodium chromate), S(O)(O)(=O)=O (sulfuric acid). Reaction SMILES: [Cr:1]([O-:5])([O-:4])(=[O:3])=[O:2].[Cr:6]([O-])([O-:9])(=[O:8])=[O:7].[Na+:11].[Na+].S(=O)(=O)(O)O>>[Cr:1]([O:5][Cr:6]([O-:9])(=[O:8])=[O:7])([O-:4])(=[O:3])=[O:2].[Na+:11].[Na+:11] |f:1.2.3,5.6.7|. Reactants: CCCCCC(=O)N(Cc1ccc(C#Cc2ccc(CCCC)cc2)cc1)Cc1ccc(OCC(=O)OC)cc1, C1CCOC1, CO, [Na+], [OH-]. Yields the product CCCCCC(=O)N(Cc1ccc(C#Cc2ccc(CCCC)cc2)cc1)Cc1ccc(OCC(=O)O)cc1. As a reaction SMILES: [CH2:1]([CH2:2][CH2:3][CH3:4])[c:5]1[cH:6][cH:7][c:8]([C:11]#[C:12][c:13]2[cH:14][cH:15][c:16]([CH2:17][N:18]([C:19]([CH2:20][CH2:21][CH2:22][CH2:23][CH3:24])=[O:25])[CH2:26][c:27]3[cH:28][cH:29][c:30]([O:31][CH2:32][C:33](=[O:34])[O:35][CH3:36])[cH:37][cH:38]3)[cH:39][cH:40]2)[cH:9][cH:10]1.[CH2:45]1[O:46][CH2:47][CH2:48][CH2:49]1.[CH3:43][OH:44].[Na+:42].[OH-:41]>>[CH2:1]([CH2:2][CH2:3][CH3:4])[c:5]1[cH:6][cH:7][c:8]([C:11]#[C:12][c:13]2[cH:14][cH:15][c:16]([CH2:17][N:18]([C:19]([CH2:20][CH2:21][CH2:22][CH2:23][CH3:24])=[O:25])[CH2:26][c:27]3[cH:28][cH:29][c:30]([O:31][CH2:32][C:33](=[O:34])[OH:35])[cH:37][cH:38]3)[cH:39][cH:40]2)[cH:9][cH:10]1. The reactants are O=C(Cl)Oc1ccccc1, O=C1OC(C2CCCCC2)(C2CCCCC2)C2CNCCN12, CCN(C(C)C)C(C)C, C1CCOC1. Yields the product O=C(Oc1ccccc1)N1CCN2C(=O)OC(C3CCCCC3)(C3CCCCC3)C2C1. Reaction SMILES: [C:32]([O:33][c:34]1[cH:35][cH:36][cH:37][cH:38][cH:39]1)(=[O:40])[Cl:41].[CH:1]1([C:7]2([CH:17]3[CH2:18][CH2:19][CH2:20][CH2:21][CH2:22]3)[O:8][C:9](=[O:16])[N:10]3[CH:11]2[CH2:12][NH:13][CH2:14][CH2:15]3)[CH2:2][CH2:3][CH2:4][CH2:5][CH2:6]1.[CH:23]([N:24]([CH:25]([CH3:26])[CH3:27])[CH2:28][CH3:29])([CH3:30])[CH3:31].[O:42]1[CH2:43][CH2:44][CH2:45][CH2:46]1>>[CH:1]1([C:7]2([CH:17]3[CH2:18][CH2:19][CH2:20][CH2:21][CH2:22]3)[O:8][C:9](=[O:16])[N:10]3[CH:11]2[CH2:12][N:13]([C:32]([O:33][c:34]2[cH:35][cH:36][cH:37][cH:38][cH:39]2)=[O:40])[CH2:14][CH2:15]3)[CH2:2][CH2:3][CH2:4][CH2:5][CH2:6]1.